Task: describe an organic reaction: reactants, conditions, products, and yield. Dataset: the Open Reaction Database (ORD), a public repository of structured organic reaction records Product: C(C1=CC=CC=C1)OC1=CC(=NC2=CC(=CC(=C12)Cl)Cl)C(=O)OC(CN(C)C)C (2-dimethylamino-1-methylethyl 4-benzyloxy-5,7-dichloroquinoline-2-carboxylate). Reported procedure: Treatment of 4-benzyloxy-5,7-dichloroquinoline-2-carboxylic acid (1.5 g, Example 33b) with thionyl chloride (15 ml) followed by 1-dimethylamino-2-propanol (1.71 ml) as described in Example 33c gave 2-dimethylamino-1-methylethyl 4-benzyloxy-5,7-dichloroquinoline-2-carboxylate (1.47 g). δ (360 MHz, DMSO-d6) 1.34 (3H, d, CHCH3), 2.22 (6H, s, N(CH3)2), 2.45 and 2.62 (2H, 2dd, CH2N), 5.29 (1H, m, CO2CH), 5.58 (2H, s, OCH2), 7.41 (3H, m, m,p-ArH), 7.59 (2H, d, 0-ArH), 7.69 (1H, s, 3-H), 7.85 (1H, d, 6... As a reaction SMILES: [CH2:1]([O:8][C:9]1[C:18]2[C:13](=[CH:14][C:15]([Cl:20])=[CH:16][C:17]=2[Cl:19])[N:12]=[C:11]([C:21]([OH:23])=[O:22])[CH:10]=1)[C:2]1[CH:7]=[CH:6][CH:5]=[CH:4][CH:3]=1.S(Cl)(Cl)=O.[CH3:28][N:29]([CH3:34])[CH2:30][CH:31](O)[CH3:32]>>[CH2:1]([O:8][C:9]1[C:18]2[C:13](=[CH:14][C:15]([Cl:20])=[CH:16][C:17]=2[Cl:19])[N:12]=[C:11]([C:21]([O:23][CH:31]([CH3:32])[CH2:30][N:29]([CH3:34])[CH3:28])=[O:22])[CH:10]=1)[C:2]1[CH:7]=[CH:6][CH:5]=[CH:4][CH:3]=1. The reactants are C(C1=CC=CC=C1)OC1=CC(=NC2=CC(=CC(=C12)Cl)Cl)C(=O)O (4-benzyloxy-5,7-dichloroquinoline-2-carboxylic acid), S(=O)(Cl)Cl (thionyl chloride), CN(CC(C)O)C (1-dimethylamino-2-propanol). The reactants are C(C1=CC=CC=C1)C1=NNC(C1)=O (3-Benzyl-4,5-dihydro-1H-pyrazol-5-one), [H-].[Na+] (sodium hydride), ClC1=NC=NC2=CC(=C(C=C12)OC)OCCCN1CCOCC1 (4-chloro-6-methoxy-7-(3-morpholinopropoxy)quinazoline). The solvent is [Cl-].[NH4+] (ammonium chloride), CN(C)C=O (DMF). Conditions: time 30 minute. Yields the product C(C1=CC=CC=C1)C1=CC(=NN1)OC1=NC=NC2=CC(=C(C=C12)OC)OCCCN1CCOCC1 (4-(5-benzylpyrazol-3-yloxy)-6-methoxy-7-(3-morpholinopropoxy)quinazoline). The yield is 78.9%. Reaction SMILES: [CH2:1]([C:8]1[CH2:12][C:11](=[O:13])[NH:10][N:9]=1)[C:2]1[CH:7]=[CH:6][CH:5]=[CH:4][CH:3]=1.[H-].[Na+].Cl[C:17]1[C:26]2[C:21](=[CH:22][C:23]([O:29][CH2:30][CH2:31][CH2:32][N:33]3[CH2:38][CH2:37][O:36][CH2:35][CH2:34]3)=[C:24]([O:27][CH3:28])[CH:25]=2)[N:20]=[CH:19][N:18]=1>CN(C=O)C.[Cl-].[NH4+]>[CH2:1]([C:8]1[NH:9][N:10]=[C:11]([O:13][C:17]2[C:26]3[C:21](=[CH:22][C:23]([O:29][CH2:30][CH2:31][CH2:32][N:33]4[CH2:34][CH2:35][O:36][CH2:37][CH2:38]4)=[C:24]([O:27][CH3:28])[CH:25]=3)[N:20]=[CH:19][N:18]=2)[CH:12]=1)[C:2]1[CH:3]=[CH:4][CH:5]=[CH:6][CH:7]=1 |f:1.2,5.6|. Procedure: 3-Benzyl-4,5-dihydro-1H-pyrazol-5-one (174 mg, 1 mmol), (J. Chem. Soc. Perk. Trans 1, 1980, 1618-1621), was added to a suspension of sodium hydride (40 mg, 1 mmol, prewashed with pentane) in DMF (3 ml) under nitrogen. After stirring for 30 minutes at ambient temperature, 4-chloro-6-methoxy-7-(3-morpholinopropoxy)quinazoline (135 mg, 0.4 mmol) was added and the mixture was heated at 80° C for 1 hour. After cooling, the mixture was diluted with saturated aqueous ammonium chloride solution and part... Reactants: FC1=CC=C(C=C1)C=1N=C(OC1C(=O)OC)C(F)(F)F (Methyl 4-(4-fluorophenyl)-2-(trifluoromethyl)oxazole-5-carboxylate), [Li+].[OH-] (LiOH). Run in C1CCOC1 (THF), O (water). Run at time 2 hour. Yields the product FC1=CC=C(C=C1)C=1N=C(OC1C(=O)O)C(F)(F)F (4-(4-Fluorophenyl)-2-(trifluoromethyl)oxazole-5-carboxylic acid). RXN SMILES: [F:1][C:2]1[CH:7]=[CH:6][C:5]([C:8]2[N:9]=[C:10]([C:17]([F:20])([F:19])[F:18])[O:11][C:12]=2[C:13]([O:15]C)=[O:14])=[CH:4][CH:3]=1.[Li+].[OH-]>C1COCC1.O>[F:1][C:2]1[CH:7]=[CH:6][C:5]([C:8]2[N:9]=[C:10]([C:17]([F:19])([F:18])[F:20])[O:11][C:12]=2[C:13]([OH:15])=[O:14])=[CH:4][CH:3]=1 |f:1.2|. Procedure details: To a solution of Methyl 4-(4-fluorophenyl)-2-(trifluoromethyl)oxazole-5-carboxylate (49 mg, 0.17 mmol) in THF (1.5 mL) was added LiOH (21 mg, 0.51 mmol) in water (0.4 mL). After 2 hours, the THF was evaporated, and the aqueous layer was acidified with 1N HCl and then extracted in EtOAc (3×15 mL). The organic fractions were dried over Na2SO4 and concentrated. 1HNMR (400 MHz, MeOD/CDCl3): d 7.99 (m, 2H), 7.03 (t, 2H, J=8.4 Hz). MS (ESI): m/z 274.0 [M−H]− (S-41) Reactants: [BH4-], COCCOC, Cc1ccccc1, Cl, OCC1C(F)=C(F)C=C(F)C1(F)CO, O=C(O)c1c(F)c(F)c(C(=O)O)c(F)c1F, [Na+], O. The product is O=C(O)c1c(F)c(F)c(CO)c(F)c1F. As a reaction SMILES: [BH4-:1].[CH2:42]([CH2:43][O:44][CH3:45])[O:46][CH3:47].[CH3:35][c:36]1[cH:37][cH:38][cH:39][cH:40][cH:41]1.[ClH:19].[F:20][C:21]1([CH2:22][OH:23])[C:24]([F:25])=[CH:26][C:27]([F:28])=[C:29]([F:30])[CH:31]1[CH2:32][OH:33].[F:3][c:4]1[c:5]([C:6](=[O:7])[OH:8])[c:9]([F:18])[c:10]([F:17])[c:11]([C:14](=[O:15])[OH:16])[c:12]1[F:13].[Na+:2].[OH2:34]>>[F:3][c:4]1[c:5]([C:6](=[O:7])[OH:8])[c:9]([F:18])[c:10]([F:17])[c:11]([CH2:14][OH:15])[c:12]1[F:13].